This data is from the Open Reaction Database (ORD), a public repository of structured organic reaction records. The task is: describe an organic reaction: reactants, conditions, products, and yield Starting materials: OC1=C(C=O)C=CC=C1[N+](=O)[O-] (2-hydroxy-3-nitrobenzaldehyde), ice water, C([O-])([O-])=O.[K+].[K+] (potassium carbonate), ClCC1=CC=C(C=C1)OC (1-(chloromethyl)-4-methoxybenzene). Reagents/catalysts: [F-].C(CCC)[N+](CCCC)(CCCC)CCCC (tetra-n-butylammonium fluoride). The solvent is CN(C=O)C (dimethylformamide). Conditions: time 11 hour. Yields the product COC1=CC=C(COC2=C(C=O)C=CC=C2[N+](=O)[O-])C=C1 (2-[(4-methoxybenzyl)oxy]-3-nitrobenzaldehyde). Yield: 80.9%. As a reaction SMILES: [OH:1][C:2]1[C:9]([N+:10]([O-:12])=[O:11])=[CH:8][CH:7]=[CH:6][C:3]=1[CH:4]=[O:5].C(=O)([O-])[O-].[K+].[K+].Cl[CH2:20][C:21]1[CH:26]=[CH:25][C:24]([O:27][CH3:28])=[CH:23][CH:22]=1>CN(C)C=O.[F-].C([N+](CCCC)(CCCC)CCCC)CCC>[CH3:28][O:27][C:24]1[CH:25]=[CH:26][C:21]([CH2:20][O:1][C:2]2[C:9]([N+:10]([O-:12])=[O:11])=[CH:8][CH:7]=[CH:6][C:3]=2[CH:4]=[O:5])=[CH:22][CH:23]=1 |f:1.2.3,6.7|. Reported procedure: To a solution of 2-hydroxy-3-nitrobenzaldehyde (3 g) in dimethylformamide (20 mL) were sequentially added potassium carbonate (3.72 g), tetra-n-butylammonium fluoride (331 mg) and 1-(chloromethyl)-4-methoxybenzene (3.37 g), and the mixture was stirred for 11 hours at room temperature. The reaction mixture was poured into ice-water and the resulting mixture was extracted with ethyl acetate. The organic layer was washed sequentially with water and saturated brine, dried over anhydrous sodium sulfa... The reactants are ClC1=CC2=C(C(=N1)OCC1CCC1)N(C(=N2)N2[C@@H](COCC2)C2=CC=CC=C2)C[C@@H]2CC[C@H](CC2)C (6-chloro-4-(cyclobutylmethoxy)-3-[(trans-4-methylcyclohexyl)methyl]-2-[(3R)-3-phenylmorpholin-4-yl]-3H-imidazo[4,5-c]pyridine), CN(C)C=O (DMF). Reagents/catalysts: [C-]#N.[C-]#N.[Zn+2] (Zn(CN)2), C1=CC=C(C=C1)P([C-]2C=CC=C2)C3=CC=CC=C3.C1=CC=C(C=C1)P([C-]2C=CC=C2)C3=CC=CC=C3.Cl[Pd]Cl.[Fe+2].ClCCl (Pd(dppf)Cl2 dichloromethane). Conditions: temperature 140 celsius. The product is C1(CCC1)COC1=NC(=CC2=C1N(C(=N2)N2[C@@H](COCC2)C2=CC=CC=C2)C[C@@H]2CC[C@H](CC2)C)C#N (4-(cyclobutylmethoxy)-3-[(trans-4-methylcyclohexyl)methyl]-2-[(3R)-3-phenylmorpholin-4-yl]-3H-imidazo[4,5-c]pyridine-6-carbonitrile). As a reaction SMILES: Cl[C:2]1[N:7]=[C:6]([O:8][CH2:9][CH:10]2[CH2:13][CH2:12][CH2:11]2)[C:5]2[N:14]([CH2:29][C@H:30]3[CH2:35][CH2:34][C@H:33]([CH3:36])[CH2:32][CH2:31]3)[C:15]([N:17]3[CH2:22][CH2:21][O:20][CH2:19][C@H:18]3[C:23]3[CH:28]=[CH:27][CH:26]=[CH:25][CH:24]=3)=[N:16][C:4]=2[CH:3]=1.[CH3:37][N:38](C=O)C>[C-]#N.[C-]#N.[Zn+2].C1C=CC(P(C2C=CC=CC=2)[C-]2C=CC=C2)=CC=1.C1C=CC(P(C2C=CC=CC=2)[C-]2C=CC=C2)=CC=1.Cl[Pd]Cl.[Fe+2].ClCCl>[CH:10]1([CH2:9][O:8][C:6]2[C:5]3[N:14]([CH2:29][C@H:30]4[CH2:35][CH2:34][C@H:33]([CH3:36])[CH2:32][CH2:31]4)[C:15]([N:17]4[CH2:22][CH2:21][O:20][CH2:19][C@H:18]4[C:23]4[CH:28]=[CH:27][CH:26]=[CH:25][CH:24]=4)=[N:16][C:4]=3[CH:3]=[C:2]([C:37]#[N:38])[N:7]=2)[CH2:13][CH2:12][CH2:11]1 |f:2.3.4,5.6.7.8.9|. Reported procedure: To a solution of 6-chloro-4-(cyclobutylmethoxy)-3-[(trans-4-methylcyclohexyl)methyl]-2-[(3R)-3-phenylmorpholin-4-yl]-3H-imidazo[4,5-c]pyridine (120 mg, 0.23 mmol) in DMF (1.5 mL) was added Zn(CN)2 (83 mg, 0.70 mmol), and the mixture was deoxygenated by purging with nitrogen for 10 minutes. Pd(dppf)Cl2 dichloromethane adduct (57.7 mg, 0.07 mmol) was added and the reaction was again deoxygenated for 5 minutes. The reaction flask was sealed and the mixture was heated at 140° C. for 16 h. The reacti... Reactants: C12C(CC(CC1)C2)CO (norbornane-2-methanol), N[C@@H](CCC(=O)O)C(=O)O (glutamic acid), poly-γ-benzyl-L-glutamic acid, O.C1(=CC=C(C=C1)S(=O)(=O)O)C (p-toluenesulfonic acid monohydrate). The solvent is ClCCCl (1,2-dichloroethane). Yields the product C(C1=CC=CC=C1)C(C[C@H](N)C(=O)O)C(=O)O.C12C(CC(CC1)C2)CC(C[C@H](N)C(=O)O)C(=O)O (γ-benzyl-L-glutamic acid γ-2-norbornylmethyl-L-glutamic acid). Reaction SMILES: [CH:1]12[CH2:7][CH:4]([CH2:5][CH2:6]1)[CH2:3][CH:2]2[CH2:8]O.[NH2:10][C@H:11]([C:17]([OH:19])=[O:18])[CH2:12][CH2:13][C:14]([OH:16])=[O:15].O.C1(C)C=CC(S(O)(=O)=O)=CC=1>ClCCCl>[CH2:7]([CH:13]([C:14]([OH:16])=[O:15])[CH2:12][C@@H:11]([C:17]([OH:19])=[O:18])[NH2:10])[C:1]1[CH:2]=[CH:3][CH:4]=[CH:5][CH:6]=1.[CH:1]12[CH2:7][CH:4]([CH2:5][CH2:6]1)[CH2:3][CH:2]2[CH2:8][CH:13]([C:14]([OH:16])=[O:15])[CH2:12][C@@H:11]([C:17]([OH:19])=[O:18])[NH2:10] |f:2.3,5.6|. Reported procedure: By a method similar to that of Synthetic Example 4, poly-γ-benzyl-L-glutamic acid was obtained and dissolved in 1,2-dichloroethane. Thereto were added an equivalent amount of norbornane-2-methanol (manufactured by Tokyo Chemical Industry Co., Ltd.) relative to the glutamic acid unit of poly-γ-benzyl-L-glutamic acid and a catalytic amount of p-toluenesulfonic acid monohydrate, and the mixture was stirred at 65° C. for 4 days to give a γ-benzyl-L-glutamic acid/γ-2-norbornylmethyl-L-glutamic acid c... Starting materials: [Br-], [Li]CCCC, C1CCOC1, c1ccc([P+](CCCCCCCCOC2CCCCO2)(c2ccccc2)c2ccccc2)cc1, O=CCCc1ccccc1. The product is C(=CCCc1ccccc1)CCCCCCCOC1CCCCO1. As a reaction SMILES: [Br-:6].[CH2:1]([Li:2])[CH2:3][CH2:4][CH3:5].[O:51]1[CH2:52][CH2:53][CH2:54][CH2:55]1.[O:7]1[CH:8]([O:13][CH2:14][CH2:15][CH2:16][CH2:17][CH2:18][CH2:19][CH2:20][CH2:21][P+:22]([c:23]2[cH:24][cH:25][cH:26][cH:27][cH:28]2)([c:29]2[cH:30][cH:31][cH:32][cH:33][cH:34]2)[c:35]2[cH:36][cH:37][cH:38][cH:39][cH:40]2)[CH2:9][CH2:10][CH2:11][CH2:12]1.[c:41]1([CH2:47][CH2:48][CH:49]=[O:50])[cH:42][cH:43][cH:44][cH:45][cH:46]1>>[O:7]1[CH:8]([O:13][CH2:14][CH2:15][CH2:16][CH2:17][CH2:18][CH2:19][CH2:20][CH:21]=[CH:49][CH2:48][CH2:47][c:41]2[cH:42][cH:43][cH:44][cH:45][cH:46]2)[CH2:9][CH2:10][CH2:11][CH2:12]1. The reactants are CC(C)([O-])C.[K+] (potassium tert-butoxide), C(C)(C)(C)C1=CC=C(C=C1)N1C(C2(CC1)CCC(CC2)=O)=O (2-(4-tert-Butyl-phenyl)-2-aza-spiro[4.5]decane-1,8-dione), [Cl-].COC[P+](C1=CC=CC=C1)(C1=CC=CC=C1)C1=CC=CC=C1 ((Methoxymethyl)triphenyl phosphonium chloride). Run in C1CCOC1 (THF), C1CCOC1 (THF), C1CCOC1 (THF). Product: C(C)(C)(C)C1=CC=C(C=C1)N1C(C2(CC1)CCC(CC2)=COC)=O (2-(4-tert-Butyl-phenyl)-8-methoxymethylene-2-aza-spiro[4.5]decan-1-one). Yield: 81.5%. RXN SMILES: [Cl-].[CH3:2][O:3][CH2:4][P+](C1C=CC=CC=1)(C1C=CC=CC=1)C1C=CC=CC=1.CC(C)([O-])C.[K+].[C:30]([C:34]1[CH:39]=[CH:38][C:37]([N:40]2[CH2:44][CH2:43][C:42]3([CH2:49][CH2:48][C:47](=O)[CH2:46][CH2:45]3)[C:41]2=[O:51])=[CH:36][CH:35]=1)([CH3:33])([CH3:32])[CH3:31]>C1COCC1>[C:30]([C:34]1[CH:35]=[CH:36][C:37]([N:40]2[CH2:44][CH2:43][C:42]3([CH2:49][CH2:48][C:47](=[CH:2][O:3][CH3:4])[CH2:46][CH2:45]3)[C:41]2=[O:51])=[CH:38][CH:39]=1)([CH3:32])([CH3:31])[CH3:33] |f:0.1,2.3|. Procedure: (Methoxymethyl)triphenyl phosphonium chloride (3.05 g, 8.9 mmol) in THF was cooled to −78° C. under argon and a solution of potassium tert-butoxide (832 mg, 7.41 mmol) in THF was added at −78° C. To the resulting red solution was added a solution of 2-(4-tert-butyl-phenyl)-2-aza-spiro[4.5]decane-1,8-dione (described in example 343 step 2, 888 mg, 2.97 mmol) in THF was added dropwise at −78° C. The reaction was allowed to warm to room temperature and the reaction was monitored by TLC. After disap...